From a dataset of the Open Reaction Database (ORD), a public repository of structured organic reaction records. describe an organic reaction: reactants, conditions, products, and yield Starting materials: FC=1C=C2C(=NC1)NC=C2 (5-fluoro-1H-pyrrolo[2,3-b]pyridine), ClC=1C=C(C(=O)OO)C=CC1 (3-chloroperoxybenzoic acid). Solvent: CCOCC (Et2O). Run at temperature 5 celsius, time 3 hour. The product is FC=1C=C2C(=[N+](C1)[O-])NC=C2 (5-fluoro-1H-pyrrolo[2,3-b]pyridine 7-oxide). The yield is 77.3%. RXN SMILES: [F:1][C:2]1[CH:3]=[C:4]2[CH:10]=[CH:9][NH:8][C:5]2=[N:6][CH:7]=1.ClC1C=C(C=CC=1)C(OO)=[O:16]>CCOCC>[F:1][C:2]1[CH:3]=[C:4]2[CH:10]=[CH:9][NH:8][C:5]2=[N+:6]([O-:16])[CH:7]=1. Reported procedure: To a stirred solution of 5-fluoro-1H-pyrrolo[2,3-b]pyridine (5.00 g, 36.73 mmol) in Et2O (120 mL), under a nitrogen atmosphere, is added 3-chloroperoxybenzoic acid (11.09 g, 64.28 mmol) portionwise over 5 minutes and the reaction stirred for 3 h. The reaction is then cooled to 5° C., filtered and the solid washed with Et2O (ca. 100 mL). This is dried in vacuo to give the title compound as a pale green crystalline solid (4.317 g, 28.38 mmol). MS (m/z): 153 (M+1). Procedure: The title compound was prepared from the product of Step 2 and cyclopropylamine using the method of Example 200. MS (ES+) m/e 383 [M+H]+. Starting materials: NC=1C(=NON1)C=1N(C2=C(C=NC=C2CN2CCC(CC2)=O)N1)CC (1-[2-(4-Amino-furazan-3-yl)-1-ethyl-1H-imidazo[4,5-c]pyridin-7-ylmethyl]-piperidin-4-one), C1(CC1)N (cyclopropylamine). Yields the product NC=1C(=NON1)C=1N(C2=C(C=NC=C2CN2CCC(CC2)NC2CC2)N1)CC ({1-[2-(4-Amino-furazan-3-yl)-1-ethyl-1H-imidazo[4,5-c]pyridin-7-ylmethyl]-piperidin-4-yl}-cyclopropyl-amine). Reaction SMILES: [NH2:1][C:2]1[C:3]([C:7]2[N:8]([CH2:24][CH3:25])[C:9]3[C:14]([CH2:15][N:16]4[CH2:21][CH2:20][C:19](=O)[CH2:18][CH2:17]4)=[CH:13][N:12]=[CH:11][C:10]=3[N:23]=2)=[N:4][O:5][N:6]=1.[CH:26]1([NH2:29])[CH2:28][CH2:27]1>>[NH2:1][C:2]1[C:3]([C:7]2[N:8]([CH2:24][CH3:25])[C:9]3[C:14]([CH2:15][N:16]4[CH2:21][CH2:20][CH:19]([NH:29][CH:26]5[CH2:28][CH2:27]5)[CH2:18][CH2:17]4)=[CH:13][N:12]=[CH:11][C:10]=3[N:23]=2)=[N:4][O:5][N:6]=1. The reactants are COC1=C(C=C(C=N1)C1=C(C=C(C(=O)OC(C)(C)C)C=C1)C)B1OC(C(O1)(C)C)(C)C (tert-butyl 4-[6-methoxy-5-(4,4,5,5-tetramethyl-1,3,2-dioxaborolan-2-yl)pyridin-3-yl]-3-methylbenzoate), COC1=C(C=C(C=N1)C1=C(C=C(C(=O)OC(C)(C)C)C=C1)C)B1OC(C(O1)(C)C)(C)C (tert-butyl 4-[6-methoxy-5-(4,4,5,5-tetramethyl-1,3,2-dioxaborolan-2-yl)pyridin-3-yl]-3-methylbenzoate), BrC=1C=C(C(=NC1)Cl)Cl (5-bromo-2,3-dichloropyridine), P(=O)([O-])([O-])[O-].[K+].[K+].[K+] (potassium phosphate). The solvent is O1CCOCC1 (dioxane), O (water). Run at temperature 70 celsius, time 4 hour. Yields the product ClC=1C=C(C=NC1Cl)C1=C(C=C(C(=O)OC(C)(C)C)C=C1)C (tert-Butyl 4-(5,6-dichloropyridin-3-yl)-3-methylbenzoate). RXN SMILES: COC1N=CC([C:9]2[CH:21]=[CH:20][C:12]([C:13]([O:15][C:16]([CH3:19])([CH3:18])[CH3:17])=[O:14])=[CH:11][C:10]=2[CH3:22])=CC=1B1OC(C)(C)C(C)(C)O1.Br[C:33]1[CH:34]=[C:35]([Cl:40])[C:36]([Cl:39])=[N:37][CH:38]=1.P([O-])([O-])([O-])=O.[K+].[K+].[K+]>O1CCOCC1.O>[Cl:40][C:35]1[CH:34]=[C:33]([C:9]2[CH:21]=[CH:20][C:12]([C:13]([O:15][C:16]([CH3:17])([CH3:18])[CH3:19])=[O:14])=[CH:11][C:10]=2[CH3:22])[CH:38]=[N:37][C:36]=1[Cl:39] |f:2.3.4.5|. Procedure: A suspension of tert-butyl 3-methyl-4-(4,4,5,5-tetramethyl-1,3,2-dioxaborolan-2-yl)benzoate (from INTERMEDIATE 31 Step B, 1.0 g, 3.14 mmol), 5-bromo-2,3-dichloropyridine (0.784 g, 3.46 mmol), potassium phosphate (1.33 g, 6.29 mmol), 1,1′-bis(diphenylphosphino)ferrocene-palladium(II)dichloride dichloromethane complex (0.077 g, 0.094 mmol) in dioxane (12 mL) and water (1 mL) was flushed with nitrogen and stirred at 70° C. for 4 hours. After cooling down, the mixture was filtered over celite and th...